This data is from the Open Reaction Database (ORD), a public repository of structured organic reaction records. The task is: describe an organic reaction: reactants, conditions, products, and yield The reactants are CCOc1cc(C(C)(C)C)ncc1C1=NC(C)(c2ccc(Cl)cc2)C(C)(c2ccc(Cl)cc2)N1C(=O)N1CCC(CC(=O)O)CC1, CNc1cccc(C)c1. The product is CCOc1cc(C(C)(C)C)ncc1C1=NC(C)(c2ccc(Cl)cc2)C(C)(c2ccc(Cl)cc2)N1C(=O)N1CCC(CC(=O)N(C)c2cccc(C)c2)CC1. RXN SMILES: [C:1]([CH3:2])([CH3:3])([CH3:4])[c:5]1[cH:6][c:7]([O:44][CH2:45][CH3:46])[c:8]([C:11]2=[N:15][C:14]([CH3:16])([c:17]3[cH:18][cH:19][c:20]([Cl:23])[cH:21][cH:22]3)[C:13]([CH3:24])([c:25]3[cH:26][cH:27][c:28]([Cl:31])[cH:29][cH:30]3)[N:12]2[C:32](=[O:33])[N:34]2[CH2:35][CH2:36][CH:37]([CH2:40][C:41](=[O:42])[OH:43])[CH2:38][CH2:39]2)[cH:9][n:10]1.[CH3:47][NH:48][c:49]1[cH:50][c:51]([CH3:55])[cH:52][cH:53][cH:54]1>>[C:1]([CH3:2])([CH3:3])([CH3:4])[c:5]1[cH:6][c:7]([O:44][CH2:45][CH3:46])[c:8]([C:11]2=[N:15][C:14]([CH3:16])([c:17]3[cH:18][cH:19][c:20]([Cl:23])[cH:21][cH:22]3)[C:13]([CH3:24])([c:25]3[cH:26][cH:27][c:28]([Cl:31])[cH:29][cH:30]3)[N:12]2[C:32](=[O:33])[N:34]2[CH2:35][CH2:36][CH:37]([CH2:40][C:41](=[O:42])[N:48]([CH3:47])[c:49]3[cH:50][c:51]([CH3:55])[cH:52][cH:53][cH:54]3)[CH2:38][CH2:39]2)[cH:9][n:10]1. Starting materials: C1(CC1)N(C(=O)C1=NC(=NC(=C1OCC1=CC=CC=C1)O)CC1(CCCC1)N1C=CC=2C1=NC=CC2)CCO (5-benzyloxy-6-hydroxy-2-(1-pyrrolo[2,3-b]pyridin-1-yl-cyclopentylmethyl)-pyrimidine-4-carboxylic acid cyclopropyl-(2-hydroxyethyl)-amide), [Si](C)(C)(C(C)(C)C)OCCN(C(=O)C1=NC(=NC(=C1OCC1=CC=CC=C1)O)CC1(CCCC1)N1C=CC=2C1=NC=CC2)C2CCC2 (5-Benzyloxy-6-hydroxy-2-(1-pyrrolo[2,3-b]pyridin-1-yl-cyclopentylmethyl)-pyrimidine-4-carboxylic acid [2-(tert-butyl-dimethylsilanyloxy)-ethyl]-cyclobutyl-amide). The product is C1(CCC1)N(C(=O)C1=NC(=NC(=C1OCC1=CC=CC=C1)O)CC1(CCCC1)N1C=CC=2C1=NC=CC2)CCO (5-Benzyloxy-6-hydroxy-2-(1-pyrrolo[2,3-b]pyridin-1-yl-cyclopentylmethyl)-pyrimidine-4-carboxylic acid cyclobutyl-(2-hydroxyethyl)-amide), solid. The yield is 59.0%. Reaction SMILES: C1(N(CCO)C(C2C(OCC3C=CC=CC=3)=C(O)N=C(CC3(N4C5=NC=CC=C5C=C4)CCCC3)N=2)=O)CC1.[Si]([O:47][CH2:48][CH2:49][N:50]([CH:83]1[CH2:86][CH2:85][CH2:84]1)[C:51]([C:53]1[C:58]([O:59][CH2:60][C:61]2[CH:66]=[CH:65][CH:64]=[CH:63][CH:62]=2)=[C:57]([OH:67])[N:56]=[C:55]([CH2:68][C:69]2([N:74]3[C:78]4=[N:79][CH:80]=[CH:81][CH:82]=[C:77]4[CH:76]=[CH:75]3)[CH2:73][CH2:72][CH2:71][CH2:70]2)[N:54]=1)=[O:52])(C(C)(C)C)(C)C>>[CH:83]1([N:50]([CH2:49][CH2:48][OH:47])[C:51]([C:53]2[C:58]([O:59][CH2:60][C:61]3[CH:62]=[CH:63][CH:64]=[CH:65][CH:66]=3)=[C:57]([OH:67])[N:56]=[C:55]([CH2:68][C:69]3([N:74]4[C:78]5=[N:79][CH:80]=[CH:81][CH:82]=[C:77]5[CH:76]=[CH:75]4)[CH2:73][CH2:72][CH2:71][CH2:70]3)[N:54]=2)=[O:52])[CH2:86][CH2:85][CH2:84]1. Reported procedure: 5-Benzyloxy-6-hydroxy-2-(1-pyrrolo[2,3-b]pyridin-1-yl-cyclopentylmethyl)-pyrimidine-4-carboxylic acid cyclobutyl-(2-hydroxyethyl)-amide (426) was prepared following the same method as described for 5-benzyloxy-6-hydroxy-2-(1-pyrrolo[2,3-b]pyridin-1-yl-cyclopentylmethyl)-pyrimidine-4-carboxylic acid cyclopropyl-(2-hydroxyethyl)-amide (418) from 5-benzyloxy-6-hydroxy-2-(1-pyrrolo[2,3-b]pyridin-1-yl-cyclopentylmethyl)-pyrimidine-4-carboxylic acid [2-(tert-butyl-dimethylsilanyloxy)-ethyl]-cyclobutyl... Starting materials: BrC=1C=CC2=C(C(OCC(N2)=O)(C=2SC=CC2)C=2SC=CC2)C1 (7-bromo-5,5-dithien-2-yl-1,5-dihydro-4,1-benzoxazepin-2(3H)-one), ClC=1C=C(C=CC1F)B(O)O (3-chloro-4-fluorobenzeneboronic acid). Product: C1C(=O)NC2=C(C=C(C=C2)C3=CC(=C(C=C3)F)Cl)C(O1)(C4=CC=CS4)C5=CC=CS5 (7-(3-Chloro-4-fluorophenyl)-5,5-dithien-2-yl-1,5-dihydro-4,1-benzoxazepin-2(H)-one). Reaction SMILES: Br[C:2]1[CH:3]=[CH:4][C:5]2[NH:11][C:10](=[O:12])[CH2:9][O:8][C:7]([C:18]3[S:19][CH:20]=[CH:21][CH:22]=3)([C:13]3[S:14][CH:15]=[CH:16][CH:17]=3)[C:6]=2[CH:23]=1.[Cl:24][C:25]1[CH:26]=[C:27](B(O)O)[CH:28]=[CH:29][C:30]=1[F:31]>>[CH2:9]1[O:8][C:7]([C:18]2[S:19][CH:20]=[CH:21][CH:22]=2)([C:13]2[S:14][CH:15]=[CH:16][CH:17]=2)[C:6]2[CH:23]=[C:2]([C:27]3[CH:28]=[CH:29][C:30]([F:31])=[C:25]([Cl:24])[CH:26]=3)[CH:3]=[CH:4][C:5]=2[NH:11][C:10]1=[O:12]. Procedure details: Prepared from 7-bromo-5,5-dithien-2-yl-1,5-dihydro-4,1-benzoxazepin-2(3H)-one and 3-chloro-4-fluorobenzeneboronic acid using the coupling procedure described in example 1. 1H-NMR (DMSO-d6) δ 10.27 (s, 1H), 7.68 (m, 4H), 7.48 (t, J=8.8 Hz, 1H), 7.38 (m, 1H), 7.27 (d, J=8.5 Hz, 1H), 7.16 (d, J=2.1 Hz, 1H), 7.04 (dd, J=5.0, 3.6 Hz, 2H), 6.93 (dd, J=3.6, 1.2 Hz, 2H), 4.22 (s, 2H); MS (ES) m/z 456 (M+H)+; Anal. Calc. For C23H15ClFNO2S2: C, 60.59, H, 3.32; N, 3.07. Found: C, 60.35, H, 3.28; N, 2.91. The reactants are solution, II (iodine), FC(C(=O)OC=1C(=C(C=CC1)I)OC(C(F)(F)F)=O)(F)F (bis(trifluoroacetoxy)iodobenzene), N1=CC=CC=C1 (pyridine), C1(=CC=CC=C1)C=1C2=CC=C(N2)C=C2C=CC(C(=C3C=CC(=CC=4C=CC1N4)N3)C3=CC=CC=C3)=N2 (5,15-diphenylporphyrin). Solvent: C(Cl)(Cl)Cl (chloroform), C(Cl)(Cl)Cl (chloroform), C(Cl)(Cl)Cl (CHCl3). Reaction conditions: temperature 25 celsius, time 1 hour. Product: IC=1C=2C=CC(=C(C3=CC=C(N3)C=C3C=CC(C(=C4C=CC1N4)C4=CC=CC=C4)=N3)C3=CC=CC=C3)N2 (10-iodo-5,15-diphenylporphyrin). Yield: 68.0%. As a reaction SMILES: [C:1]1([C:7]2[C:8]3[NH:12][C:11]([CH:13]=[C:14]4[N:36]=[C:17]([C:18]([C:30]5[CH:35]=[CH:34][CH:33]=[CH:32][CH:31]=5)=[C:19]5[NH:29][C:22](=[CH:23][C:24]6[CH:25]=[CH:26][C:27]=2[N:28]=6)[CH:21]=[CH:20]5)[CH:16]=[CH:15]4)=[CH:10][CH:9]=3)[CH:6]=[CH:5][CH:4]=[CH:3][CH:2]=1.II.FC(F)(F)C(OC1C(OC(=O)C(F)(F)F)=C([I:50])C=CC=1)=O.N1C=CC=CC=1>C(Cl)(Cl)Cl>[I:50][C:23]1[C:24]2[CH:25]=[CH:26][C:27]([N:28]=2)=[C:7]([C:1]2[CH:2]=[CH:3][CH:4]=[CH:5][CH:6]=2)[C:8]2[NH:12][C:11]([CH:13]=[C:14]3[N:36]=[C:17]([C:18]([C:30]4[CH:35]=[CH:34][CH:33]=[CH:32][CH:31]=4)=[C:19]4[NH:29][C:22]=1[CH:21]=[CH:20]4)[CH:16]=[CH:15]3)=[CH:10][CH:9]=2. Procedure details: 50 mg (0.11 mmol) of 5,15-diphenylporphyrin was dissolved in 50 ml of dry CHCl3. To the stirred solution was added 3 ml of a solution of iodine in chloroform (0.055M). Finally, a solution of 50 mg (0.12 mmol) bis(trifluoroacetoxy)iodobenzene dissolved in 25 ml of chloroform was added dropwise, followed by 200 μl of pyridine. The mixture was stirred at 25° C., in the dark, for one hour. After evaporation of the solvent in vacuo, the residue was chromatographed on silica gel, eluting with 50% 1,1-... The reactants are C(=C)S(=O)(=O)C=C (Divinyl sulphone), C(C1=CC=CC=C1)N (benzylamine). The solvent is C(C)O (ethanol). Yields the product C(C1=CC=CC=C1)N1CCS(CC1)(=O)=O (4-Benzyl-tetrahydro-1,4-thiazine 1,1-dioxide). The yield is 39.9%. Reaction SMILES: [CH:1]([S:3]([CH:6]=[CH2:7])(=[O:5])=[O:4])=[CH2:2].[CH2:8]([NH2:15])[C:9]1[CH:14]=[CH:13][CH:12]=[CH:11][CH:10]=1>C(O)C>[CH2:8]([N:15]1[CH2:7][CH2:6][S:3](=[O:5])(=[O:4])[CH2:1][CH2:2]1)[C:9]1[CH:14]=[CH:13][CH:12]=[CH:11][CH:10]=1. Reported procedure: Divinyl sulphone (0.8 ml, 10 mmol) was added to a solution of benzylamine (1.09 ml, 10 mmol) in ethanol (4 ml) and heated under reflux for 2 hours. The solvent was removed under reduced pressure, the residue dissolved in dichloromethane (30 ml) and washed with saturated aqueous sodium hydrogencarbonate solution (15 ml), dried over MgSO4, filtered and concentrated under reduced pressure. The residue was purified by column chromatography on silica gel eluting with a gradient system of dichlorometh...